Dataset: the Open Reaction Database (ORD), a public repository of structured organic reaction records. Task: describe an organic reaction: reactants, conditions, products, and yield Starting materials: Cl.C(C1=CC=CC=C1)N1CC(CC1)N1N=NC(=C1)C(=O)O (N-benzyl-3-(4-carboxy-1,2,3-triazol-1-yl)pyrrolidine hydrochloride), Cl (HCl). Reagents/catalysts: [Pd] (Pd/C). Solvent: CO (methanol). Run at time 20 hour. Product: Cl.C(=O)(O)C=1N=NN(C1)C1CNCC1 (3-(4-carboxy-1,2,3-triazol-1-yl)pyrrolidine hydrochloride). Reaction SMILES: [ClH:1].C([N:9]1[CH2:13][CH2:12][CH:11]([N:14]2[CH:18]=[C:17]([C:19]([OH:21])=[O:20])[N:16]=[N:15]2)[CH2:10]1)C1C=CC=CC=1.Cl>CO.[Pd]>[ClH:1].[C:19]([C:17]1[N:16]=[N:15][N:14]([CH:11]2[CH2:12][CH2:13][NH:9][CH2:10]2)[CH:18]=1)([OH:21])=[O:20] |f:0.1,5.6|. Reported procedure: To a solution of N-benzyl-3-(4-carboxy-1,2,3-triazol-1-yl)pyrrolidine hydrochloride (1 g, 0.0033 mol) in methanol (50 ml) was added 10% Pd/C (100 mg) and conc. HCl (0.5 ml). The suspension was hydrogenated at r.t. and 50 psi pressure for 20 hrs. The Pd/C was removed by filtration and the solution was concentrated. The residue was recrystallized from methanol/ether to obtain white crystalline title compound. Yield: 650 mg (93.25%). 1H NMR (D2O) δ: 2.51-3.56 (m, 2H), 3.62-3.75 (m, 2H), 3.92-4.00 (... Starting materials: CCCCCCCN, ClCCl, CN1CCOCC1, CC(C)COC(=O)Cl, O=C(O)CCCCCCCCc1c(-c2ccc(O)cc2)sc2cc(O)ccc12. Yields the product CCCCCCCNC(=O)CCCCCCCCc1c(-c2ccc(O)cc2)sc2cc(O)ccc12. As a reaction SMILES: [CH2:44]([CH2:45][CH2:46][CH2:47][CH2:48][CH2:49][CH3:50])[NH2:51].[CH2:52]([Cl:53])[Cl:54].[CH3:37][N:38]1[CH2:39][CH2:40][O:41][CH2:42][CH2:43]1.[Cl:1][C:2]([O:3][CH2:4][CH:5]([CH3:6])[CH3:7])=[O:8].[OH:9][c:10]1[cH:11][cH:12][c:13]2[c:14]([s:15][c:16](-[c:29]3[cH:30][cH:31][c:32]([OH:35])[cH:33][cH:34]3)[c:17]2[CH2:18][CH2:19][CH2:20][CH2:21][CH2:22][CH2:23][CH2:24][CH2:25][C:26](=[O:27])[OH:28])[cH:36]1>>[OH:9][c:10]1[cH:11][cH:12][c:13]2[c:14]([s:15][c:16](-[c:29]3[cH:30][cH:31][c:32]([OH:35])[cH:33][cH:34]3)[c:17]2[CH2:18][CH2:19][CH2:20][CH2:21][CH2:22][CH2:23][CH2:24][CH2:25][C:26](=[O:28])[NH:51][CH2:44][CH2:45][CH2:46][CH2:47][CH2:48][CH2:49][CH3:50])[cH:36]1. The reactants are N[C@@H](CCC(O)=O)C(=O)N (H-Glu-NH2), C(C)(C)(C)OC(C1=CC=C(C=C1)OCCCCCCCCCC(=O)ON1C(CCC1=O)=O)=O (4-[9-(2,5-Dioxopyrrolidin-1-yloxycarbonyl)nonyloxy]benzoic acid tert-butyl ester), N[C@@H](CCC(O)=O)C(=O)N (H-Glu-NH2). Run in CN(C)C=O (DMF), CN(C)C=O (DMF). Reaction conditions: time 16 hour. Product: C(C)(C)(C)OC(C1=CC=C(C=C1)OCCCCCCCCCC(N[C@@H](CCC(=O)O)C(N)=O)=O)=O (4-[9-((S)-1-Carbamoyl-3-carboxypropylcarbamoyl)nonyloxy]benzoic acid tert-butyl ester). Yield: 84.8%. RXN SMILES: [C:1]([O:5][C:6](=[O:33])[C:7]1[CH:12]=[CH:11][C:10]([O:13][CH2:14][CH2:15][CH2:16][CH2:17][CH2:18][CH2:19][CH2:20][CH2:21][CH2:22][C:23]([O:25]N2C(=O)CCC2=O)=O)=[CH:9][CH:8]=1)([CH3:4])([CH3:3])[CH3:2].[NH2:34][C@H:35]([C:41]([NH2:43])=[O:42])[CH2:36][CH2:37][C:38](=[O:40])[OH:39]>CN(C=O)C>[C:1]([O:5][C:6](=[O:33])[C:7]1[CH:8]=[CH:9][C:10]([O:13][CH2:14][CH2:15][CH2:16][CH2:17][CH2:18][CH2:19][CH2:20][CH2:21][CH2:22][C:23](=[O:25])[NH:34][C@H:35]([C:41](=[O:42])[NH2:43])[CH2:36][CH2:37][C:38]([OH:40])=[O:39])=[CH:11][CH:12]=1)([CH3:2])([CH3:3])[CH3:4]. Procedure details: 4-[9-(2,5-Dioxopyrrolidin-1-yloxycarbonyl)nonyloxy]benzoic acid tert-butyl ester (200 mg, 0.433 mmol) was stirred in DMF (2 mL) and H-Glu-NH2 (63 mg) was added. The non-homogeneous mixture was stirred at rt for 16 h. LC/MS analysis indicated the reaction had not gone to completion. H-Glu-NH2 (20 mg) and more DMF (2 mL) were added and the mixture was stirred for 2 d at rt. The sample was concentrated under vacuum and AcOEt (50 mL) was added. The solution was washed with 0.2 N HCl (2×25 mL) and wa... Starting materials: C, CO, CCOC(C)=O, CC(C)(C)OC(=O)c1ccc(-c2ccc(F)cc2F)cc1[N+](=O)[O-], [Pd]. As a reaction SMILES: [C:27].[CH3:1][OH:2].[CH3:29][CH2:30][O:31][C:32](=[O:33])[CH3:34].[F:3][c:4]1[c:5](-[c:11]2[cH:12][c:13]([N+:24]([O-:25])=[O:26])[c:14]([C:15](=[O:16])[O:17][C:18]([CH3:19])([CH3:20])[CH3:21])[cH:22][cH:23]2)[cH:6][cH:7][c:8]([F:10])[cH:9]1.[Pd:28]>>[F:3][c:4]1[c:5](-[c:11]2[cH:12][c:13]([NH2:24])[c:14]([C:15](=[O:16])[O:17][C:18]([CH3:19])([CH3:20])[CH3:21])[cH:22][cH:23]2)[cH:6][cH:7][c:8]([F:10])[cH:9]1. Product: CC(C)(C)OC(=O)c1ccc(-c2ccc(F)cc2F)cc1N. Reported procedure: Sodium hydride (60% oil immersion, 0.48 g, 12 mmol) was added to a dry, oven-dried round bottomed flask and placed under nitrogen. Diethyl ether (9 mL) was added, followed by absolute ethanol (0.05 mL), and the reaction was cooled in an ice bath. Ethyl 2-fluoroacetate (0.87 mL, 9.0 mmol) was added dropwise. The reaction was stirred for 15 minutes in ice bath (gas evolution ceased). 4-(1-(4-(Trifluoromethoxy)phenyl)-1H-1,2,4-triazol-3-yl)benzaldehyde (2.2 g, 6.5 mmol) was added in solid portions.... Run at time 15 minute. Reactants: FC(OC1=CC=C(C=C1)N1N=C(N=C1)C1=CC=C(C=O)C=C1)(F)F (4-(1-(4-(Trifluoromethoxy)phenyl)-1H-1,2,4-triazol-3-yl)benzaldehyde), [H-].[Na+] (Sodium hydride), FCC(=O)OCC (Ethyl 2-fluoroacetate). As a reaction SMILES: [H-].[Na+].[F:3][CH2:4][C:5]([O:7][CH2:8][CH3:9])=[O:6].[F:10][C:11]([F:33])([F:32])[O:12][C:13]1[CH:18]=[CH:17][C:16]([N:19]2[CH:23]=[N:22][C:21]([C:24]3[CH:31]=[CH:30][C:27]([CH:28]=[O:29])=[CH:26][CH:25]=3)=[N:20]2)=[CH:15][CH:14]=1>>[F:3][CH:4]([CH:28]([OH:29])[C:27]1[CH:30]=[CH:31][C:24]([C:21]2[N:22]=[CH:23][N:19]([C:16]3[CH:17]=[CH:18][C:13]([O:12][C:11]([F:10])([F:33])[F:32])=[CH:14][CH:15]=3)[N:20]=2)=[CH:25][CH:26]=1)[C:5]([O:7][CH2:8][CH3:9])=[O:6] |f:0.1|. Yields the product FC(C(=O)OCC)C(C1=CC=C(C=C1)C1=NN(C=N1)C1=CC=C(C=C1)OC(F)(F)F)O (ethyl 2-fluoro-3-hydroxy-3-(4-(1-(4-(trifluoromethoxy)phenyl)-1H-1,2,4-triazol-3-yl)phenyl)propanoate), crude compound.